The task is: describe an organic reaction: reactants, conditions, products, and yield. This data is from the Open Reaction Database (ORD), a public repository of structured organic reaction records. Starting materials: [Si](C1=CC=CC=C1)(C1=CC=CC=C1)(C(C)(C)C)OC1CCC(CC1)C(=O)OCC (ethyl 4-((tert-butyl(diphenyl)silyl)oxy)cyclohexanecarboxylate), [OH-].[Na+] (sodium hydroxide), Cl (hydrochloride). Solvent: CO (methanol), O1CCCC1 (tetrahydrofuran). Conditions: time 8 hour. Yields the product [Si](C1=CC=CC=C1)(C1=CC=CC=C1)(C(C)(C)C)OC1CCC(CC1)C(=O)O (4-((tert-butyl(diphenyl)silyl)oxy)cyclohexanecarboxylic acid). Reaction SMILES: [Si:1]([O:18][CH:19]1[CH2:24][CH2:23][CH:22]([C:25]([O:27]CC)=[O:26])[CH2:21][CH2:20]1)([C:14]([CH3:17])([CH3:16])[CH3:15])([C:8]1[CH:13]=[CH:12][CH:11]=[CH:10][CH:9]=1)[C:2]1[CH:7]=[CH:6][CH:5]=[CH:4][CH:3]=1.[OH-].[Na+].Cl>CO.O1CCCC1>[Si:1]([O:18][CH:19]1[CH2:20][CH2:21][CH:22]([C:25]([OH:27])=[O:26])[CH2:23][CH2:24]1)([C:14]([CH3:17])([CH3:15])[CH3:16])([C:8]1[CH:13]=[CH:12][CH:11]=[CH:10][CH:9]=1)[C:2]1[CH:3]=[CH:4][CH:5]=[CH:6][CH:7]=1 |f:1.2|. Procedure details: To a solution of 64.2 g of ethyl 4-((tert-butyl(diphenyl)silyl)oxy)cyclohexanecarboxylate in 200 ml of methanol and 200 ml of tetrahydrofuran was added 58 ml of 5 M aqueous sodium hydroxide solution, followed by stirring at room temperature overnight. The reaction mixture was neutralized with 5 M aqueous hydrochloride solution, followed by removal of the methanol and tetrahydrofuran in vacuo, and the resulting residue was extracted with ethyl acetate. The obtained ethyl acetate solution was wash... The reactants are [Si](C)(C)(C(C)(C)C)OC1=CC(=C(C=O)C=C1)CCC (4-tert-butyldimethylsilyloxy-2-propylbenzaldehyde), [BH4-].[Na+] (sodium borohydride). The solvent is C(C)O (ethanol). Run at time 30 minute. Yields the product [Si](C)(C)(C(C)(C)C)OC1=CC(=C(CO)C=C1)CCC (4-tert-butyldimethylsilyloxy-2-propylbenzyl alcohol). Yield: 66.4%. As a reaction SMILES: [Si:1]([O:8][C:9]1[CH:16]=[CH:15][C:12]([CH:13]=[O:14])=[C:11]([CH2:17][CH2:18][CH3:19])[CH:10]=1)([C:4]([CH3:7])([CH3:6])[CH3:5])([CH3:3])[CH3:2].[BH4-].[Na+]>C(O)C>[Si:1]([O:8][C:9]1[CH:16]=[CH:15][C:12]([CH2:13][OH:14])=[C:11]([CH2:17][CH2:18][CH3:19])[CH:10]=1)([C:4]([CH3:7])([CH3:6])[CH3:5])([CH3:2])[CH3:3] |f:1.2|. Reported procedure: To a solution of 0.386 g (1.32 mmol) of the product of Step D dissolved in 4.0 mL of ethanol was added 0.025 g (0.66 mmol) of sodium borohydride and the reaction mixture was stirred at room temperature for 30 minutes. The excess reducing agent was then quenched with 10% aqueous NaHSO4 and the methanol was removed in vacuo. The residue was partitioned between EtOAc and water and extracted, the organic layer was separated, dried (MgSO4), filtered and evaporated. The residue was purified on a silic... The reactants are CCO, Cl, Cl, O=Cc1ccc(F)cn1, NO, [Na+], [OH-], O. As a reaction SMILES: [CH3:16][CH2:17][OH:18].[ClH:10].[ClH:15].[F:1][c:2]1[cH:3][cH:4][c:5]([CH:8]=[O:9])[n:6][cH:7]1.[NH2:11][OH:12].[Na+:14].[OH-:13].[OH2:19]>>[F:1][c:2]1[cH:3][cH:4][c:5]([CH:8]=[N:11][OH:12])[n:6][cH:7]1. Yields the product ON=Cc1ccc(F)cn1.